From a dataset of the Open Reaction Database (ORD), a public repository of structured organic reaction records. describe an organic reaction: reactants, conditions, products, and yield Reactants: BrCCCCBr, O=C([O-])[O-], CCCc1c(O)ccc2c1COC2(C(F)(F)F)C(F)(F)F, CN(C)C=O, [K+], [K+], O. Yields the product CCCc1c(OCCCCBr)ccc2c1COC2(C(F)(F)F)C(F)(F)F. As a reaction SMILES: [Br:27][CH2:28][CH2:29][CH2:30][CH2:31][Br:32].[C:33](=[O:34])([O-:35])[O-:36].[CH2:6]([CH2:7][CH3:8])[c:9]1[c:10]2[c:14]([cH:15][cH:16][c:17]1[OH:18])[C:13]([C:19]([F:20])([F:21])[F:22])([C:23]([F:24])([F:25])[F:26])[O:12][CH2:11]2.[CH3:1][N:2]([CH3:3])[CH:4]=[O:5].[K+:37].[K+:38].[OH2:39]>>[CH2:6]([CH2:7][CH3:8])[c:9]1[c:10]2[c:14]([cH:15][cH:16][c:17]1[O:18][CH2:31][CH2:30][CH2:29][CH2:28][Br:27])[C:13]([C:19]([F:20])([F:21])[F:22])([C:23]([F:24])([F:25])[F:26])[O:12][CH2:11]2.